From a dataset of the Open Reaction Database (ORD), a public repository of structured organic reaction records. describe an organic reaction: reactants, conditions, products, and yield Starting materials: BrBr (Br2), CC1(NCC2=C(NC1)N=CC=C2)C (3,3-dimethyl-2,3,4,5-tetrahydro-1H-pyrido[2,3-e][1,4]diazepine), ice. Run in CN(C)C=O (DMF). The product is BrC1=CC2=C(NCC(N=C2)(C)C)N=C1 (7-Bromo-3,3-dimethyl-2,3-dihydro-1H-pyrido[2,3-e][1,4]diazepine). Yield: 56.8%. Reaction SMILES: [CH3:1][C:2]1([CH3:13])[CH2:8][NH:7][C:6]2[N:9]=[CH:10][CH:11]=[CH:12][C:5]=2[CH2:4][NH:3]1.[Br:14]Br>CN(C=O)C>[Br:14][C:11]1[CH:10]=[N:9][C:6]2[NH:7][CH2:8][C:2]([CH3:13])([CH3:1])[N:3]=[CH:4][C:5]=2[CH:12]=1. Procedure: A solution of 3,3-dimethyl-2,3,4,5-tetrahydro-1H-pyrido[2,3-e][1,4]diazepine (0.43 g, 1.8 mmol) in DMF (20 mL) was cooled in an ice bath and treated drop-wise with Br2 (0.19 mL, 3.7 mmol). After stirring in the ice bath for 2.5 h, the reaction was quenched with H2O (25 mL) and NaHCO3 (50 mL) and extracted with EtOAc (3×100 mL). The combined organic layers were washed with H2O (2×50 mL) and brine (50 mL), dried over Na2SO4, filtered and concentrated to an orange oil. Purification by flash column ...